From a dataset of the Open Reaction Database (ORD), a public repository of structured organic reaction records. describe an organic reaction: reactants, conditions, products, and yield Reactants: C(C1=CC=CC=C1)OCCC1=CC(NC2=CC=C(C=C12)F)=O (4-(2-benzyloxyethyl)-6-fluoro-1,2-dihydro-2-oxoquinoline), [H-].[Na+] (sodium hydride), BrC=1C=C(CBr)C=C(C1Br)Br (3,4,5-tribromobenzylbromide). Solvent: O (water), CN(C=O)C (dimethylformamide). Reaction conditions: temperature 40 celsius, time 1 hour. Yields the product C(C1=CC=CC=C1)OCCC1=CC(N(C2=CC=C(C=C12)F)CC1=CC(=C(C(=C1)Br)Br)Br)=O (4-(2-benzyloxyethyl)-6-fluoro-1-(3,4,5-tribromobenzyl)-1,2-dihydro-2-oxoquinoline). Reaction SMILES: [H-].[Na+].[CH2:3]([O:10][CH2:11][CH2:12][C:13]1[C:22]2[C:17](=[CH:18][CH:19]=[C:20]([F:23])[CH:21]=2)[NH:16][C:15](=[O:24])[CH:14]=1)[C:4]1[CH:9]=[CH:8][CH:7]=[CH:6][CH:5]=1.[Br:25][C:26]1[CH:27]=[C:28]([CH:31]=[C:32]([Br:35])[C:33]=1[Br:34])[CH2:29]Br>CN(C)C=O.O>[CH2:3]([O:10][CH2:11][CH2:12][C:13]1[C:22]2[C:17](=[CH:18][CH:19]=[C:20]([F:23])[CH:21]=2)[N:16]([CH2:29][C:28]2[CH:27]=[C:26]([Br:25])[C:33]([Br:34])=[C:32]([Br:35])[CH:31]=2)[C:15](=[O:24])[CH:14]=1)[C:4]1[CH:9]=[CH:8][CH:7]=[CH:6][CH:5]=1 |f:0.1|. Procedure: To a suspension of sodium hydride (0.675g. of 80% w/w suspension; freed of mineral oil as in Example 1) in dimethylformamide (100ml.) under a nitrogen atmosphere was added 4-(2-benzyloxyethyl)-6-fluoro-1,2-dihydro-2-oxoquinoline (6.0g.). The mixture was stirred at 40° C. for one hour and then treated at this temperature with 3,4,5-tribromobenzylbromide (9.1g.). The mixture was stirred overnight at ambient temperature and then diluted with water (200 ml.) and the product extracted with ethyl acet... The product is FCCCC1=CC=C(C=C1)S(=O)(=O)NC1=CC=C(C=C1)C1CN(C1)CCC (4-(3-Fluoro-propyl)-N-[4-(1-propyl-azetidin-3-yl)-phenyl]-benzenesulfonamide). Reaction SMILES: [CH2:1]([N:4]1[CH2:7][CH:6]([C:8]2[CH:13]=[CH:12][C:11]([NH2:14])=[CH:10][CH:9]=2)[CH2:5]1)[CH2:2][CH3:3].[F:15][CH2:16][CH2:17][CH2:18][C:19]1[CH:24]=[CH:23][C:22]([S:25](Cl)(=[O:27])=[O:26])=[CH:21][CH:20]=1>C(Cl)Cl.N1C=CC=CC=1>[F:15][CH2:16][CH2:17][CH2:18][C:19]1[CH:24]=[CH:23][C:22]([S:25]([NH:14][C:11]2[CH:10]=[CH:9][C:8]([CH:6]3[CH2:5][N:4]([CH2:1][CH2:2][CH3:3])[CH2:7]3)=[CH:13][CH:12]=2)(=[O:27])=[O:26])=[CH:21][CH:20]=1 |f:2.3|. Isolated yield 19.7%. Starting materials: C(CC)N1CC(C1)C1=CC=C(C=C1)N (4-(1-propyl-azetidin-3-yl)phenylamine), FCCCC1=CC=C(C=C1)S(=O)(=O)Cl (4-(3-fluoro-propyl)-benzenesulfonyl chloride). Solvent: C(Cl)Cl.N1=CC=CC=C1 (CH2Cl2 pyridine). Procedure: Following the same procedure as described in example 55, 4-(1-propyl-azetidin-3-yl)phenylamine (100 mg, 0.52 mmol) in CH2Cl2/pyridine 1:1 (12 ml) was treated with 4-(3-fluoro-propyl)-benzenesulfonyl chloride (161 mg, 0.68 mmol). Purification of the crude product by chromatography on reversed phase silica gel (H2O+0.1% acetic acid:CH3CN+0.1% acetic acid, 75:25) provided the title compound (40 mg, 20%) as a colourless gum. Starting materials: C[Si](C)(C)C#Cc1ccccc1N, C#C[Si](C)(C)C, Nc1ccccc1I. The product is C#Cc1ccccc1N. As a reaction SMILES: [CH3:15][Si:16]([CH3:17])([CH3:18])[C:19]#[C:20][c:21]1[c:22]([NH2:23])[cH:24][cH:25][cH:26][cH:27]1.[CH3:9][Si:10]([C:11]#[CH:12])([CH3:13])[CH3:14].[I:1][c:2]1[cH:3][cH:4][cH:5][cH:6][c:7]1[NH2:8]>>[CH:19]#[C:20][c:21]1[c:22]([NH2:23])[cH:24][cH:25][cH:26][cH:27]1. Starting materials: ClC1=C(C=C(C(=C1)Cl)O)N1N=C(C(=C1C)C)C (1-(2,4-dichloro-5-hydroxyphenyl)-3,4,5-trimethylpyrazole), C(C)(C)Br (isopropyl bromide), [OH-].[Na+] (sodium hydroxide), CN(C=O)C (dimethylformamide). Solvent: C1(=CC=CC=C1)C (toluene), O (water). Conditions: temperature 70 celsius, time 2 hour. Product: ClC1=C(C=C(C(=C1)Cl)OC(C)C)N1N=C(C(=C1C)C)C (1-(2,4-dichloro-5-isopropoxyphenyl)-3,4,5-trimethylpyrazole). Yield: 89.1%. RXN SMILES: [Cl:1][C:2]1[CH:7]=[C:6]([Cl:8])[C:5]([OH:9])=[CH:4][C:3]=1[N:10]1[C:14]([CH3:15])=[C:13]([CH3:16])[C:12]([CH3:17])=[N:11]1.[CH:18](Br)([CH3:20])[CH3:19].[OH-].[Na+].CN(C)C=O>C1(C)C=CC=CC=1.O>[Cl:1][C:2]1[CH:7]=[C:6]([Cl:8])[C:5]([O:9][CH:18]([CH3:20])[CH3:19])=[CH:4][C:3]=1[N:10]1[C:14]([CH3:15])=[C:13]([CH3:16])[C:12]([CH3:17])=[N:11]1 |f:2.3|. Reported procedure: A mixture of 1-(2,4-dichloro-5-hydroxyphenyl)-3,4,5-trimethylpyrazole (27.1 g), isopropyl bromide (12.3 g), aqueous sodium hydroxide (4.2 g) and dimethylformamide (150 ml) was stirred at 70° C. for 2 hours. To the reaction mixture, after cooling, were added water and toluene, to form two layers. The toluene layer as separated was washed with water and then dried over anhydrous sodium sulfate. Removal of the toluene by distillation in vacuo gave the titled compound (27.9 g) as a pale yellow oil, ... Starting materials: N[C@H](CN1N=C(C=C1)C1=CC(=C(C#N)C=C1)Cl)C ((S)-4-(1-(2-aminopropyl)-1H-pyrazol-3-yl)-2-chlorobenzonitrile), O=C(CC1=CC(=NO1)C(=O)O)C (5-(2-oxopropyl)isoxazole-3-carboxylic acid). The product is ClC=1C=C(C=CC1C#N)C1=NN(C=C1)C[C@H](C)NC(=O)C1=NOC(=C1)CC(C)=O ((S)—N-(1-(3-(3-chloro-4-cyanophenyl)-1H-pyrazol-1-yl)propan-2-yl)-5-(2-oxopropyl)isoxazole-3-carboxamide). Reaction SMILES: [NH2:1][C@@H:2]([CH3:18])[CH2:3][N:4]1[CH:8]=[CH:7][C:6]([C:9]2[CH:16]=[CH:15][C:12]([C:13]#[N:14])=[C:11]([Cl:17])[CH:10]=2)=[N:5]1.[O:19]=[C:20]([CH3:30])[CH2:21][C:22]1[O:26][N:25]=[C:24]([C:27](O)=[O:28])[CH:23]=1>>[Cl:17][C:11]1[CH:10]=[C:9]([C:6]2[CH:7]=[CH:8][N:4]([CH2:3][C@@H:2]([NH:1][C:27]([C:24]3[CH:23]=[C:22]([CH2:21][C:20](=[O:19])[CH3:30])[O:26][N:25]=3)=[O:28])[CH3:18])[N:5]=2)[CH:16]=[CH:15][C:12]=1[C:13]#[N:14]. Reported procedure: The title compound was prepared using the method of Example 34(d) starting from (S)-4-(1-(2-aminopropyl)-1H-pyrazol-3-yl)-2-chlorobenzonitrile (200 mg, 0.767 mmol) and 5-(2-oxopropyl)isoxazole-3-carboxylic acid (169 mg, 0.997 mmol). The product was purified with flash chromatography using a gradient of methanol in DCM affording 101 mg (32%) of the title compound. 1H-NMR (400 MHz; CDCl3): δ 1.23 (d, 3H), 1.54 (s, 3H), 3.96 (s, 2H), 4.20-4.49 (m, 2H), 4.53-4.64 (m, 1H), 6.63 (d, 1H), 6.65-6.69 (m,... Starting materials: CC1(C=CC2=C(O1)C1=C(OC(C=C1CCC)=O)C(=C2O)C(CC)=O)C (2,2-Dimethyl-5-hydroxy-6-propionyl-10-propyl-2H,8H-benzo[1,2-b:3,4-b']dipyran-8-one), CC1=CC=C(C=C1)S(=O)(=O)[O-].C1=CC=[NH+]C=C1 (PPTS), CC1OC(OC(O1)C)C (paraldehyde), C(F)(F)(F)C(=O)O (CF3CO2H), CC1=CC=C(C=C1)S(=O)(=O)[O-].C1=CC=[NH+]C=C1 (PPTS), CC1OC(OC(O1)C)C (paraldehyde), CC1OC(OC(O1)C)C (Paraldehyde), C(=O)(O)[O-].[Na+] (NaHCO3). Solvent: ClCCCl (1,2-dichloroethane). Yields the product CCCC1=CC(=O)OC2=C1C3=C(C=CC(O3)(C)C)C4=C2C(=O)[C@@H]([C@H](O4)C)C (12-Oxocalanolide A), 7a. Isolated yield 8.0%. RXN SMILES: [CH3:1][CH:2]1OC(C)OC(C)O1.[CH3:10][C:11]1([CH3:34])[O:16][C:15]2C3C(CCC)=[CH:21][C:20](=[O:26])[O:19][C:18]=3[C:27]([C:30](=[O:33])[CH2:31][CH3:32])=[C:28]([OH:29])[C:14]=2[CH:13]=[CH:12]1.CC1C=CC(S([O-])(=O)=O)=CC=1.[CH:46]1[CH:51]=[CH:50][NH+]=[CH:48][CH:47]=1.C(C(O)=O)(F)(F)F.C([O-])(O)=O.[Na+]>ClCCCl>[CH3:48][CH2:47][CH2:46][C:51]1[C:50]2[C:15]3[O:16][C:11]([CH3:34])([CH3:10])[CH:12]=[CH:13][C:14]=3[C:28]3[O:29][C@H:1]([CH3:2])[C@@H:31]([CH3:32])[C:30](=[O:33])[C:27]=3[C:18]=2[O:19][C:20](=[O:26])[CH:21]=1 |f:2.3,5.6|. Procedure: Paraldehyde One-Step Reaction: To a stirring solution of chromene 4 (350 mg, 1.0 mmol) and PPTS (250 mg, 1.0 mmol) in 1,2-dichloroethane (2 mL) at ambient temperature under N2 was added 3 mL paraldehyde (22.5 mmol). The resulting mixture was refluxed for 7 h. Then, CF3CO2H (1 mL), an additional equivalent of PPTS and 1 mL of paraldehyde were added; the mixture was refluxed overnight. The reaction mixture was neutralized with saturated aqueous NaHCO3 and extracted with ethyl acetate (50 mL×3). Th... Starting materials: ester, FC(C(=O)O)(F)F.C(C)(C)NC(=O)COC=1C=C(C(=O)C2=NC=C(C3=CC(=C(C=C23)OC)OC)C(=O)O)C=CC1 (1-[3-(Isopropylcarbamoyl-methoxy)-benzoyl]-6,7-dimethoxy-isoquinoline-4-carboxylic acid; compound with trifluoro-acetic acid), C1(=CC=CC=C1)N1CCNCC1 (N-phenylpiperazine). Solvent: C(Cl)Cl (methylene chloride). Conditions: time 15 minute. Product: FC(C(=O)O)(F)F.COC=1C=C2C(=CN=C(C2=CC1OC)C(C1=CC(=CC=C1)OCC(N1CCN(CC1)C1=CC=CC=C1)=O)=O)C(=O)O (6,7-Dimethoxy-1-{3-[2-oxo-2-(4-phenyl-piperazin-1-yl)-ethoxy]-benzoyl}-isoquinoline-4-carboxylic acid; compound with trifluoro-acetic acid). RXN SMILES: [F:1][C:2]([F:7])([F:6])[C:3]([OH:5])=[O:4].[CH:8]([NH:11][C:12]([CH2:14][O:15][C:16]1[CH:17]=[C:18]([CH:38]=[CH:39][CH:40]=1)[C:19]([C:21]1[C:30]2[C:25](=[CH:26][C:27]([O:33][CH3:34])=[C:28]([O:31][CH3:32])[CH:29]=2)[C:24]([C:35]([OH:37])=[O:36])=[CH:23][N:22]=1)=[O:20])=[O:13])([CH3:10])C.[C:41]1([N:47]2CCN[CH2:49][CH2:48]2)[CH:46]=[CH:45][CH:44]=[CH:43][CH:42]=1>C(Cl)Cl>[F:1][C:2]([F:7])([F:6])[C:3]([OH:5])=[O:4].[CH3:34][O:33][C:27]1[CH:26]=[C:25]2[C:30](=[CH:29][C:28]=1[O:31][CH3:32])[C:21]([C:19](=[O:20])[C:18]1[CH:38]=[CH:39][CH:40]=[C:16]([O:15][CH2:14][C:12](=[O:13])[N:11]3[CH2:49][CH2:48][N:47]([C:41]4[CH:46]=[CH:45][CH:44]=[CH:43][CH:42]=4)[CH2:10][CH2:8]3)[CH:17]=1)=[N:22][CH:23]=[C:24]2[C:35]([OH:37])=[O:36] |f:0.1,4.5|. Reported procedure: The resin bound activated ester (intermediate in the preparation of 1-[3-(Isopropylcarbamoyl-methoxy)-benzoyl]-6,7-dimethoxy-isoquinoline-4-carboxylic acid; compound with trifluoro-acetic acid (Example 37)) (225 mg, 0.19 mmol) was combined with 3 ml of methylene chloride and 0.060 ml of N-phenylpiperazine (0.388 mmol). The mixture was shaken for 15 minutes under argon at room temperature. The mixture was filtered and the filter cake was washed with methylene chloride. The filtrate was evaporated...